From a dataset of the Open Reaction Database (ORD), a public repository of structured organic reaction records. describe an organic reaction: reactants, conditions, products, and yield Starting materials: ClC=1C=C(C=C(C1)Cl)SC1=C(N=C(N1C)CO)C(C)C ([5-(3,5-dichlorophenylthio)-4-isopropyl-1-methyl-1H-imidazol-2-yl]methanol), S(=O)(Cl)Cl (thionyl chloride). The solvent is CN(C=O)C (dimethylformamide). Run at time 1 hour. Yields the product ClCC=1N(C(=C(N1)C(C)C)SC1=CC(=CC(=C1)Cl)Cl)C (2-chloromethyl-5-(3,5-dichlorophenylthio)-4-isopropyl-1-methylimidazole). The yield is 100.0%. Reaction SMILES: [Cl:1][C:2]1[CH:3]=[C:4]([S:9][C:10]2[N:14]([CH3:15])[C:13]([CH2:16]O)=[N:12][C:11]=2[CH:18]([CH3:20])[CH3:19])[CH:5]=[C:6]([Cl:8])[CH:7]=1.S(Cl)([Cl:23])=O>CN(C)C=O>[Cl:23][CH2:16][C:13]1[N:14]([CH3:15])[C:10]([S:9][C:4]2[CH:3]=[C:2]([Cl:1])[CH:7]=[C:6]([Cl:8])[CH:5]=2)=[C:11]([CH:18]([CH3:20])[CH3:19])[N:12]=1. Procedure: To dry dimethylformamide (50 ml)solution of 22.5 g (67.9 mmol)of [5-(3,5-dichlorophenylthio)-4-isopropyl-1-methyl-1H-imidazol-2-yl]methanol (Compound I-8)was added 25.0 ml of thionyl chloride, and the mixture was stirred at room temperature for 1 hour. The reaction mixture was concentrated under reduced pressure, and to the residue, ethyl acetate was added and extracted. The extract was neutralized with a saturated aqueous sodium hydrogen carbonate solution and dried over magnesium sulfate. The ...